From a dataset of the Open Reaction Database (ORD), a public repository of structured organic reaction records. describe an organic reaction: reactants, conditions, products, and yield Reactants: Oc1ccc(OCc2ccccc2)cc1, Clc1ccnc(Cl)c1, [H-], [Na+], CN(C)C=O. Yields the product Clc1cc(Oc2ccc(OCc3ccccc3)cc2)ccn1. RXN SMILES: [CH2:3]([c:4]1[cH:5][cH:6][cH:7][cH:8][cH:9]1)[O:10][c:11]1[cH:12][cH:13][c:14]([OH:17])[cH:15][cH:16]1.[Cl:18][c:19]1[n:20][cH:21][cH:22][c:23]([Cl:25])[cH:24]1.[H-:2].[Na+:1].[O:26]=[CH:27][N:28]([CH3:29])[CH3:30]>>[CH2:3]([c:4]1[cH:5][cH:6][cH:7][cH:8][cH:9]1)[O:10][c:11]1[cH:12][cH:13][c:14]([O:17][c:23]2[cH:22][cH:21][n:20][c:19]([Cl:18])[cH:24]2)[cH:15][cH:16]1. Reactants: CCCCOCCOc1ccc(-c2ccc3c(c2)C=C(C(=O)OC)CCN3CC2CC2)cc1, C1CCOC1, CO, [Na+], [OH-]. The product is CCCCOCCOc1ccc(-c2ccc3c(c2)C=C(C(=O)O)CCN3CC2CC2)cc1. Reaction SMILES: [CH2:1]([CH2:2][CH2:3][CH3:4])[O:5][CH2:6][CH2:7][O:8][c:9]1[cH:10][cH:11][c:12](-[c:15]2[cH:16][cH:17][c:18]3[c:19]([cH:33]2)[CH:20]=[C:21]([C:29](=[O:30])[O:31][CH3:32])[CH2:22][CH2:23][N:24]3[CH2:25][CH:26]2[CH2:27][CH2:28]2)[cH:13][cH:14]1.[CH2:38]1[O:39][CH2:40][CH2:41][CH2:42]1.[CH3:36][OH:37].[Na+:35].[OH-:34]>>[CH2:1]([CH2:2][CH2:3][CH3:4])[O:5][CH2:6][CH2:7][O:8][c:9]1[cH:10][cH:11][c:12](-[c:15]2[cH:16][cH:17][c:18]3[c:19]([cH:33]2)[CH:20]=[C:21]([C:29](=[O:30])[OH:31])[CH2:22][CH2:23][N:24]3[CH2:25][CH:26]2[CH2:27][CH2:28]2)[cH:13][cH:14]1.